Dataset: the Open Reaction Database (ORD), a public repository of structured organic reaction records. Task: describe an organic reaction: reactants, conditions, products, and yield Starting materials: FC1=CC=C(CN(C2=NC=CC=C2)CCN(CCCCN)C)C=C1 (N-[2-[N-(4-fluorobenzyl)-N-(2-pyridyl)amino]ethyl]-N-methyl-1,4-butanediamine), C(=O)(N1C=NC=C1)N1C=NC=C1 (1,1'-carbonyldiimidazole), CN(C)CC1=CC=C(CSCCN)O1 (2-[[5-[(dimethylamino)methyl]furfuryl]thio]ethylamine). Product: CN(C)CC1=CC=C(CSCCNC(=O)NCCCCN(C)CCN(C2=NC=CC=C2)CC2=CC=C(C=C2)F)O1 (N-[2-[[5-[(dimethylamino)methyl]furfuryl]thio]ethyl]-N'-[4-[N-[2-[N-(4-fluorobenzyl)-N-(2-pyridyl)amino]ethyl]-N-methylamino]butyl]urea). Reaction SMILES: [F:1][C:2]1[CH:24]=[CH:23][C:5]([CH2:6][N:7]([CH2:14][CH2:15][N:16]([CH3:22])[CH2:17][CH2:18][CH2:19][CH2:20][NH2:21])[C:8]2[CH:13]=[CH:12][CH:11]=[CH:10][N:9]=2)=[CH:4][CH:3]=1.[C:25](N1C=CN=C1)(N1C=CN=C1)=[O:26].[CH3:37][N:38]([CH2:40][C:41]1[O:50][C:44]([CH2:45][S:46][CH2:47][CH2:48][NH2:49])=[CH:43][CH:42]=1)[CH3:39]>>[CH3:39][N:38]([CH2:40][C:41]1[O:50][C:44]([CH2:45][S:46][CH2:47][CH2:48][NH:49][C:25]([NH:21][CH2:20][CH2:19][CH2:18][CH2:17][N:16]([CH2:15][CH2:14][N:7]([CH2:6][C:5]2[CH:23]=[CH:24][C:2]([F:1])=[CH:3][CH:4]=2)[C:8]2[CH:13]=[CH:12][CH:11]=[CH:10][N:9]=2)[CH3:22])=[O:26])=[CH:43][CH:42]=1)[CH3:37]. Procedure: Preparation is effected analagously to Example 63, using 0.50 g (1.5 mmol) of N-[2-[N-(4-fluorobenzyl)-N-(2-pyridyl)amino]ethyl]-N-methyl-1,4-butanediamine and the equimolar amounts of 1,1'-carbonyldiimidazole and 2-[[5-[(dimethylamino)methyl]furfuryl]thio]ethylamine as starting materials. Working up by chromatography analogously to Example 1 yields the purified title compound in the form of a viscous oil; MS (+FAB method): m/z (rel. int. [%])=571 ([M+H]+, 109 (100); IR (KBr): 1640 cm-1 (C=O). F... The reactants are BrC=1N(C=C(N1)[N+](=O)[O-])COC (2-bromo-1-methoxymethyl-4-nitroimidazole), Cl (hydrochloric acid). Run in CO (methanol). Conditions: time 1 hour. Yields the product BrC=1NC=C(N1)[N+](=O)[O-] (2-bromo-4-nitroimidazole). Isolated yield 66.0%. Reaction SMILES: [Br:1][C:2]1[N:3](COC)[CH:4]=[C:5]([N+:7]([O-:9])=[O:8])[N:6]=1.Cl>CO>[Br:1][C:2]1[NH:3][CH:4]=[C:5]([N+:7]([O-:9])=[O:8])[N:6]=1. Procedure: Solution of 2-bromo-1-methoxymethyl-4-nitroimidazole (11.17 g), methanol (10 ml) and 5N hydrochloric acid (60 ml) was stirred under refluxing condition for 2.5 hours. After being let to stand the reaction mixture at a room temperature for 24 hours, the mixture was stirred for 1 hour under ice-cooling condition, the precipitated crystals were collected by filtration, and dried at 50° C. under a reduced pressure for 24 hours, there was obtained 2-bromo-4-nitroimidazole (6.0 g, yield: 66.0%) of whi... Reactants: CO, CCN(C(C)C)C(C)C, CCOC(=O)C(Cc1cccnc1OC)NC(=O)CN. Product: COc1ncccc1CC1NC(=O)CNC1=O. As a reaction SMILES: [CH3:30][OH:31].[CH:21]([N:22]([CH2:23][CH3:24])[CH:25]([CH3:26])[CH3:27])([CH3:28])[CH3:29].[NH2:1][CH2:2][C:3](=[O:4])[NH:5][CH:6]([CH2:7][c:8]1[c:9]([O:14][CH3:15])[n:10][cH:11][cH:12][cH:13]1)[C:16]([O:18][CH2:17][CH3:19])=[O:20]>>[NH:1]1[CH2:2][C:3](=[O:4])[NH:5][CH:6]([CH2:7][c:8]2[c:9]([O:14][CH3:15])[n:10][cH:11][cH:12][cH:13]2)[C:16]1=[O:18]. Starting materials: Br, COc1cccc(-c2cnc3nc(C)ccn23)c1, CC(=O)O, [Na+], [OH-], O. The product is Cc1ccn2c(-c3cccc(O)c3)cnc2n1. As a reaction SMILES: [BrH:21].[CH3:1][O:2][c:3]1[cH:4][c:5](-[c:9]2[cH:10][n:11][c:12]3[n:13]2[cH:14][cH:15][c:16]([CH3:18])[n:17]3)[cH:6][cH:7][cH:8]1.[CH3:22][C:23](=[O:24])[OH:25].[Na+:20].[OH-:19].[OH2:26]>>[OH:2][c:3]1[cH:4][c:5](-[c:9]2[cH:10][n:11][c:12]3[n:13]2[cH:14][cH:15][c:16]([CH3:18])[n:17]3)[cH:6][cH:7][cH:8]1. The reactants are COC([C@H](CC=CCOC(C)=O)NC(C1=CC=CC=C1)=O)=O ((2S)-6-Acetoxy-2-benzoylamino-4-hexenoic acid methyl ester), COC(C(CC=C)NC(C)=O)=O (methyl-2-acetylamino-4-pentenoate). Reagents/catalysts: Cl[Ru]([P](C1CCCCC1)(C2CCCCC2)C3CCCCC3)(=CC4=CC=CC=C4)(Cl)=C5N(C6=C(C)C=C(C)C=C6C)CCN5C7=C(C)C=C(C)C=C7C (second generation Grubbs' catalyst). Run in ClCCl (dichloromethane). The product is COC(C(CC=CCC(C(=O)OC)NC(C1=CC=CC=C1)=O)NC(C)=O)=O (2-Acetylamino-7-benzoylamino-oct-4-enedioic acid dimethyl ester), desired compound. Reaction SMILES: [CH3:1][O:2][C:3](=[O:22])[C@@H:4]([NH:13][C:14](=[O:21])[C:15]1[CH:20]=[CH:19][CH:18]=[CH:17][CH:16]=1)[CH2:5][CH:6]=[CH:7][CH2:8]OC(=O)C.[CH3:23][O:24][C:25](=[O:34])[CH:26]([NH:30][C:31](=[O:33])[CH3:32])CC=C>Cl[Ru](=C1N(C2C(C)=CC(C)=CC=2C)CCN1C1C(C)=CC(C)=CC=1C)(Cl)(=CC1C=CC=CC=1)[P](C1CCCCC1)(C1CCCCC1)C1CCCCC1.ClCCl>[CH3:23][O:24][C:25](=[O:34])[CH:26]([NH:30][C:31](=[O:33])[CH3:32])[CH2:8][CH:7]=[CH:6][CH2:5][CH:4]([NH:13][C:14](=[O:21])[C:15]1[CH:16]=[CH:17][CH:18]=[CH:19][CH:20]=1)[C:3]([O:2][CH3:1])=[O:22] |^1:67|. Procedure details: 2-Acetylamino-7-benzoylamino-oct-4-enedioic acid dimethyl ester 143 was synthesised using standard solution-phase metathesis conditions (refer to Section 7.5.2): 6-Acetoxy-2-benzoylamino-4-hexenoic acid methyl ester 142 (50 mg, 0.16 mmol), dichloromethane (10 mL), second generation Grubbs' catalyst (5 mol %, 7 mg, 8 μmol), methyl-2-acetylamino-4-pentenoate 21a (168 mg, 0.98 mmol), 50° C., 18 h. The desired compound was obtained as a brown oil and purified via column chromatography (SiO2; EtOAc:h... Reaction SMILES: [Na].[C:2]1([NH:8][NH2:9])[CH:7]=[CH:6][CH:5]=[CH:4][CH:3]=1.C/[C:11](=[CH:14]\[CH3:15])/[C:12]#[N:13].[CH2:16](O)C>>[NH2:13][C:12]1[CH2:11][CH:14]([CH2:15][CH3:16])[N:8]([C:2]2[CH:7]=[CH:6][CH:5]=[CH:4][CH:3]=2)[N:9]=1 |^1:0|. Starting materials: [Na] (sodium), C(C)O (ethanol), C1(=CC=CC=C1)NN (phenylhydrazine), C/C(/C#N)=C\C (α-methylcrotononitrile). Procedure: A 0.23 g. amount of sodium metal is dissolved in 75.0 ml. of absolute ethanol, then 10.8 g. of phenylhydrazine is added, followed in 5 minutes by 3.6 g. of α-methylcrotononitrile. The reaction mixture is refluxed for 18 hours, then is evaporated to dryness in vacuo. Water is added to give a gum which solidifies on standing for 16 hours. The solid is collected and dissolved in dichloromethane. The procedure of Example 15 is continued to give 1.6 g. of the desired product as light yellow crystals,... Conditions: time 5 minute. Product: NC1=NN(C(C1)CC)C1=CC=CC=C1 (3-Amino-5-ethyl-1-phenyl-2-pyrazoline).